This data is from the Open Reaction Database (ORD), a public repository of structured organic reaction records. The task is: describe an organic reaction: reactants, conditions, products, and yield Reactants: C1CCOC1, COc1ccc(C(=O)NC(CN=[N+]=[N-])c2ccccc2)cc1. Yields the product COc1ccc(C(=O)NC(CN)c2ccccc2)cc1. As a reaction SMILES: [CH2:23]1[O:24][CH2:25][CH2:26][CH2:27]1.[CH3:1][O:2][c:3]1[cH:4][cH:5][c:6]([C:7](=[O:8])[NH:9][CH:10]([CH2:11][N:12]=[N+:13]=[N-:14])[c:15]2[cH:16][cH:17][cH:18][cH:19][cH:20]2)[cH:21][cH:22]1>>[CH3:1][O:2][c:3]1[cH:4][cH:5][c:6]([C:7](=[O:8])[NH:9][CH:10]([CH2:11][NH2:12])[c:15]2[cH:16][cH:17][cH:18][cH:19][cH:20]2)[cH:21][cH:22]1.